From a dataset of the Open Reaction Database (ORD), a public repository of structured organic reaction records. describe an organic reaction: reactants, conditions, products, and yield Reaction conditions: time 10 minute. RXN SMILES: [CH3:1][O:2][C:3]1[CH:4]=[C:5]([CH:11]([S:14][CH3:15])[CH2:12][NH2:13])[CH:6]=[CH:7][C:8]=1[O:9][CH3:10].[N:16]1[CH:21]=[CH:20][CH:19]=[C:18](/[CH:22]=[CH:23]/[C:24](O)=[O:25])[CH:17]=1.C(=O)(O)[O-].[Na+]>CN(C)C=O.C(N(CC)CC)C>[CH3:1][O:2][C:3]1[CH:4]=[C:5]([CH:11]([S:14][CH3:15])[CH2:12][NH:13][C:24](=[O:25])/[CH:23]=[CH:22]/[C:18]2[CH:17]=[N:16][CH:21]=[CH:20][CH:19]=2)[CH:6]=[CH:7][C:8]=1[O:9][CH3:10] |f:2.3|. The yield is 52.3%. Yields the product COC=1C=C(C=CC1OC)C(CNC(\C=C\C=1C=NC=CC1)=O)SC ((E)-N-[2-(3,4-dimethoxyphenyl)-2-(methylthio)ethyl]-3-(3-pyridyl)-2-propenoic acid amide). Procedure: To a solution of the crude oily 2-(3,4-dimethoxy-phenyl) -2-(methylthio)ethylamine (0.96 g) and trans-3-(3-pyridyl) acrylic acid (0.63 g, 4.2 mmol) in dimethylformamide (10 ml), diethylphosphoric cyanide (0.69 ml) and triethylamine (1.17 ml) were sequentially added under ice-cooling and stirred for 10 minutes under ice-cooling. Aqueous sodium bicarbonate solution was added to the reaction mixture and extracted with ethyl acetate. The organic layers were combined, washed with water and aqueous sa... Solvent: CN(C=O)C (dimethylformamide), diethylphosphoric cyanide, C(C)N(CC)CC (triethylamine). Starting materials: COC=1C=C(C=CC1OC)C(CN)SC (2-(3,4-dimethoxy-phenyl) -2-(methylthio)ethylamine), N1=CC(=CC=C1)/C=C/C(=O)O (trans-3-(3-pyridyl) acrylic acid), C([O-])(O)=O.[Na+] (sodium bicarbonate).